This data is from the Open Reaction Database (ORD), a public repository of structured organic reaction records. The task is: describe an organic reaction: reactants, conditions, products, and yield Reactants: C(=O)(O)C(CC(C)C)NC(=O)C1=C(C=CC=C1)SSC1=C(C(=O)NC(C(=O)O)C(C)C)C=CC=C1 (2-[2-[2-(1-carboxy-3-methylbutyl carbamoyl)phenyldisulfanyl]benzoylamino]-3-methylbutanoic acid), BrBr (bromine). The product is CC(C(C(=O)O)N1SC2=C(C1=O)C=CC=C2)C (3-Methyl-2-(3-oxo-3h-benzo[d]isothiazol-2-yl)-butanoic acid). Yield: 0.1%. RXN SMILES: C(C(NC(C1C=CC=CC=1S[S:19][C:20]1[CH:35]=[CH:34][CH:33]=[CH:32][C:21]=1[C:22]([NH:24][CH:25]([CH:29]([CH3:31])[CH3:30])[C:26]([OH:28])=[O:27])=[O:23])=O)CC(C)C)(O)=O.BrBr>>[CH3:30][CH:29]([CH3:31])[CH:25]([N:24]1[C:22](=[O:23])[C:21]2[CH:32]=[CH:33][CH:34]=[CH:35][C:20]=2[S:19]1)[C:26]([OH:28])=[O:27]. Procedure: Following the procedure of Example 13, 6.0 g (13.6 mol) of 2-[2-[2-(1-carboxy-3-methylbutyl carbamoyl)phenyldisulfanyl]benzoylamino]-3-methylbutanoic acid was reacted with bromine to provide 2.25 g of the title compound, mp 166°-168° C. The reactants are CN(C)C=O, CC(C)Oc1ccc(-c2nc(-c3cccc4ccn(C)c34)no2)cc1Cl, O=C(Cl)C(=O)Cl, ClCCl. The product is CC(C)Oc1ccc(-c2nc(-c3cccc4c(C=O)cn(C)c34)no2)cc1Cl. Reaction SMILES: [CH3:7][N:8]([CH3:9])[CH:10]=[O:11].[Cl:12][c:13]1[cH:14][c:15](-[c:23]2[n:24][c:25](-[c:28]3[cH:29][cH:30][cH:31][c:32]4[cH:33][cH:34][n:35]([CH3:37])[c:36]34)[n:26][o:27]2)[cH:16][cH:17][c:18]1[O:19][CH:20]([CH3:21])[CH3:22].[Cl:1][C:2](=[O:3])[C:4]([Cl:5])=[O:6].[Cl:38][CH2:39][Cl:40]>>[CH:2](=[O:3])[c:33]1[c:32]2[cH:31][cH:30][cH:29][c:28](-[c:25]3[n:24][c:23](-[c:15]4[cH:14][c:13]([Cl:12])[c:18]([O:19][CH:20]([CH3:21])[CH3:22])[cH:17][cH:16]4)[o:27][n:26]3)[c:36]2[n:35]([CH3:37])[cH:34]1. Reactants: CI, CC#CC(C)(C)NC(=O)C(CC)Oc1cncc(Cl)c1, [H-], [Na+], C1CCOC1, O. Product: CC#CC(C)(C)N(C)C(=O)C(CC)Oc1cncc(Cl)c1. RXN SMILES: [CH3:23][I:24].[Cl:1][c:2]1[cH:3][c:4]([O:8][CH:9]([C:10](=[O:11])[NH:12][C:13]([CH3:14])([C:15]#[C:16][CH3:17])[CH3:18])[CH2:19][CH3:20])[cH:5][n:6][cH:7]1.[H-:21].[Na+:22].[O:25]1[CH2:26][CH2:27][CH2:28][CH2:29]1.[OH2:30]>>[Cl:1][c:2]1[cH:3][c:4]([O:8][CH:9]([C:10](=[O:11])[N:12]([C:13]([CH3:14])([C:15]#[C:16][CH3:17])[CH3:18])[CH3:23])[CH2:19][CH3:20])[cH:5][n:6][cH:7]1. The reactants are C(C1=CC=CC=C1)N1C(OC2(C1)CCN(CC2)C(=O)OCC2=CC=CC=C2)=O (3-benzyl-8-carbobenzyloxy-1-oxa-3,8-diazaspiro[4.5]decan-2-one). The reagents and catalysts are [Pd] (palladium on barium sulfate). Solvent: C(C)O (ethanol). Reaction conditions: time 90 minute. Product: C(C1=CC=CC=C1)N1C(OC2(C1)CCNCC2)=O (3-benzyl-1-oxa-3,8-diazaspiro[4.5]decan-2-one). Yield: 107.1%. Reaction SMILES: [CH2:1]([N:8]1[CH2:12][C:11]2([CH2:17][CH2:16][N:15](C(OCC3C=CC=CC=3)=O)[CH2:14][CH2:13]2)[O:10][C:9]1=[O:28])[C:2]1[CH:7]=[CH:6][CH:5]=[CH:4][CH:3]=1>[Pd].C(O)C>[CH2:1]([N:8]1[CH2:12][C:11]2([CH2:17][CH2:16][NH:15][CH2:14][CH2:13]2)[O:10][C:9]1=[O:28])[C:2]1[CH:3]=[CH:4][CH:5]=[CH:6][CH:7]=1. Procedure: A mixture of 22.2 g 3-benzyl-8-carbobenzyloxy-1-oxa-3,8-diazaspiro[4.5]decan-2-one, 150 ml ethanol and 5 g, 5% palladium on barium sulfate is hydrogenated at 60 psi at room temperature for 90 minutes. After filtration and removal of solvent there is obtained 15.4 g of 3-benzyl-1-oxa-3,8-diazaspiro[4.5]decan-2-one, mp 69°-71°. Starting materials: CC(CO)(CO)[N+](=O)[O-] (2-methyl-2-nitro-1,3-propanediol), C1(OCCO1)=O (ethylene carbonate). Run in C(C)(=O)OCC (ethyl acetate). Yields the product CC1(COC(OC1)=O)[N+](=O)[O-] (5-methyl-5-nitro-1,3-dioxan-2-one). RXN SMILES: [CH3:1][C:2]([N+:7]([O-:9])=[O:8])([CH2:5][OH:6])[CH2:3][OH:4].[C:10]1(=O)OCC[O:11]1>C(OCC)(=O)C>[CH3:1][C:2]1([N+:7]([O-:9])=[O:8])[CH2:5][O:6][C:10](=[O:11])[O:4][CH2:3]1. Procedure details: A solution of 2-methyl-2-nitro-1,3-propanediol and ethylene carbonate is heated overnight. The reaction mixture is diluted with ethyl acetate and the solution is washed with water. The organic phase is dried and concentrated to obtain 5-methyl-5-nitro-1,3-dioxan-2-one. This is dissolved in methanol and hydrogenated under pressure to give the 5amino compound which is acylated with dodecanoyl chloride to give the product. Reactants: ClC1=C(C(=O)O)C=C(C(=C1)F)N1C(N(C(=CC1=O)C(F)(F)F)C)=O (2-chloro-5-(3,6-dihydro-3-methyl-2,6-dioxo-4-(trifluoromethyl)-1(2H)-pyrimidinyl)-4-fluoro-benzoic acid), C(C(=O)Cl)(=O)Cl (oxalyl chloride). The reagents and catalysts are CN(C=O)C (N,N-dimethylformamide). Solvent: C(Cl)(Cl)Cl (chloroform). Run at time 3 hour. Yields the product ClC1=C(C(=O)Cl)C=C(C(=C1)F)N1C(N(C(=CC1=O)C(F)(F)F)C)=O (2-chloro-5-(3,6-dihydro-3-methyl-2,6-dioxo-4-(trifluoromethyl)-1(2H)-pyrimidinyl)-4-fluoro-benzoyl Chloride). Yield: 102.4%. As a reaction SMILES: [Cl:1][C:2]1[CH:10]=[C:9]([F:11])[C:8]([N:12]2[C:17](=[O:18])[CH:16]=[C:15]([C:19]([F:22])([F:21])[F:20])[N:14]([CH3:23])[C:13]2=[O:24])=[CH:7][C:3]=1[C:4](O)=[O:5].C(Cl)(=O)C([Cl:28])=O>C(Cl)(Cl)Cl.CN(C)C=O>[Cl:1][C:2]1[CH:10]=[C:9]([F:11])[C:8]([N:12]2[C:17](=[O:18])[CH:16]=[C:15]([C:19]([F:21])([F:22])[F:20])[N:14]([CH3:23])[C:13]2=[O:24])=[CH:7][C:3]=1[C:4]([Cl:28])=[O:5]. Procedure: To a stirred solution of 2-chloro-5-(3,6-dihydro-3-methyl-2,6-dioxo-4-(trifluoromethyl)-1(2H)-pyrimidinyl)-4-fluoro-benzoic acid (4 g) in chloroform (100 ml) were added oxalyl chloride (1.8 g) and a few drops of N,N-dimethylformamide (DMF) at ambient temperature. The resulting mixture was stirred for three hours at same temperature and then filtered through Celite. The filtrate was concentrated under reduced pressure to give the titled compound (4.3 g) as a brown solid. Starting materials: ClC1=C(C=NC2=CC=C(N=C12)Cl)C(C)=O (1-(4,6-dichloro-1,5-naphthyridin-3-yl)ethanone), CN(C)C[C@H]1CC[C@H](CC1)N (cis-4-[(dimethylamino)methyl]cyclohexanamine). Product: ClC=1N=C2C(=C(C=NC2=CC1)C(C)=O)N[C@@H]1CC[C@@H](CC1)CN(C)C (1-(6-Chloro-4-{cis-4-[(dimethylamino)methyl]cyclohexylamino}-1,5-naphthyridin-3-yl)ethanone). The yield is 55.4%. RXN SMILES: Cl[C:2]1[C:11]2[C:6](=[CH:7][CH:8]=[C:9]([Cl:12])[N:10]=2)[N:5]=[CH:4][C:3]=1[C:13](=[O:15])[CH3:14].[CH3:16][N:17]([CH2:19][C@@H:20]1[CH2:25][CH2:24][C@H:23]([NH2:26])[CH2:22][CH2:21]1)[CH3:18]>>[Cl:12][C:9]1[N:10]=[C:11]2[C:6](=[CH:7][CH:8]=1)[N:5]=[CH:4][C:3]([C:13](=[O:15])[CH3:14])=[C:2]2[NH:26][C@H:23]1[CH2:24][CH2:25][C@@H:20]([CH2:19][N:17]([CH3:18])[CH3:16])[CH2:21][CH2:22]1. Procedure: Following general procedure I, 1-(4,6-dichloro-1,5-naphthyridin-3-yl)ethanone (500 mg, 2.1 mmol) was reacted with cis-4-[(dimethylamino)methyl]cyclohexanamine (300 mg, 2.0 mmol) to afford the desired product (400 mg, 55%) as a yellow solid: ESI MS m/z 361 [M+H]+; The reactants are B, CSC, CC(=O)Nc1ccc2c(c1)c1c3c(c(-c4ccccc4Cl)cc1n2C)C(=O)NC3=O. The product is CCNc1ccc2c(c1)c1c3c(c(-c4ccccc4Cl)cc1n2C)C(=O)NC3=O. Reaction SMILES: [BH3:34].[CH3:31][S:32][CH3:33].[Cl:1][c:2]1[c:3](-[c:8]2[cH:9][c:10]3[n:11]([CH3:30])[c:12]4[cH:13][cH:14][c:15]([NH:26][C:27]([CH3:28])=[O:29])[cH:16][c:17]4[c:18]3[c:19]3[c:20]2[C:21](=[O:25])[NH:22][C:23]3=[O:24])[cH:4][cH:5][cH:6][cH:7]1>>[Cl:1][c:2]1[c:3](-[c:8]2[cH:9][c:10]3[n:11]([CH3:30])[c:12]4[cH:13][cH:14][c:15]([NH:26][CH2:27][CH3:28])[cH:16][c:17]4[c:18]3[c:19]3[c:20]2[C:21](=[O:25])[NH:22][C:23]3=[O:24])[cH:4][cH:5][cH:6][cH:7]1.